The task is: describe an organic reaction: reactants, conditions, products, and yield. This data is from the Open Reaction Database (ORD), a public repository of structured organic reaction records. Starting materials: CCOC(=O)CCCCCCC(CCCC(O)COc1cccnc1)C(C)=O, CCOC(=O)CCCCCCC(CCCC(O)COc1ccc(F)cc1)C(C)=O. Yields the product CC(=O)C(CCCCCCC(=O)O)CCCC(O)COc1cccnc1. RXN SMILES: [C:1]([CH3:2])(=[O:3])[CH:4]([CH2:5][CH2:6][CH2:7][CH2:8][CH2:9][CH2:10][C:11](=[O:12])[O:13][CH2:14][CH3:15])[CH2:16][CH2:17][CH2:18][CH:19]([CH2:20][O:21][c:22]1[cH:23][n:24][cH:25][cH:26][cH:27]1)[OH:28].[C:29]([CH:30]([CH2:31][CH2:32][CH2:33][CH:34]([OH:35])[CH2:36][O:37][c:38]1[cH:39][cH:40][c:41]([F:42])[cH:43][cH:44]1)[CH2:45][CH2:46][CH2:47][CH2:48][CH2:49][CH2:50][C:51]([O:52][CH2:53][CH3:54])=[O:55])(=[O:56])[CH3:57]>>[C:1]([CH3:2])(=[O:3])[CH:4]([CH2:5][CH2:6][CH2:7][CH2:8][CH2:9][CH2:10][C:11](=[O:12])[OH:13])[CH2:16][CH2:17][CH2:18][CH:19]([CH2:20][O:21][c:22]1[cH:23][n:24][cH:25][cH:26][cH:27]1)[OH:28]. Yields the product O=C(Cl)Cc1ccc2c(c1)OCO2. Starting materials: Cc1ccccc1, CN(C)C=O, O=C(O)Cc1ccc2c(c1)OCO2, O=S(Cl)Cl. RXN SMILES: [CH3:23][c:24]1[cH:25][cH:26][cH:27][cH:28][cH:29]1.[CH3:5][N:6]([CH3:7])[CH:8]=[O:9].[O:10]1[CH2:11][O:12][c:13]2[c:14]1[cH:15][cH:16][c:17]([CH2:19][C:20](=[O:21])[OH:22])[cH:18]2.[S:1]([Cl:2])([Cl:3])=[O:4]>>[Cl:3][C:20]([CH2:19][c:17]1[cH:16][cH:15][c:14]2[c:13]([cH:18]1)[O:12][CH2:11][O:10]2)=[O:22]. Starting materials: C(CCC)C/1=CN(S\C1=N/C(=O)C1CNCC1)C(C)(C)C (N-[(5Z)-4-butyl-2-tert-butylisothiazol-5(2H)-ylidene]pyrrolidine-3-carboxamide), C(C)OC(=O)Cl (ethylchloroformate). The product is C(CCC)C/1=CN(S\C1=N/C(=O)C1CN(CC1)C(=O)OCC)C(C)(C)C (ethyl 3-({[(5Z)-4-butyl-2-tert-butylisothiazol-5(2H)-ylidene]amino}carbonyl)pyrrolidine-1-carboxylate). As a reaction SMILES: [CH2:1]([C:5]1=[CH:6][N:7]([C:18]([CH3:21])([CH3:20])[CH3:19])[S:8]/[C:9]/1=[N:10]\[C:11]([CH:13]1[CH2:17][CH2:16][NH:15][CH2:14]1)=[O:12])[CH2:2][CH2:3][CH3:4].[CH2:22]([O:24][C:25](Cl)=[O:26])[CH3:23]>>[CH2:1]([C:5]1=[CH:6][N:7]([C:18]([CH3:20])([CH3:19])[CH3:21])[S:8]/[C:9]/1=[N:10]\[C:11]([CH:13]1[CH2:17][CH2:16][N:15]([C:25]([O:24][CH2:22][CH3:23])=[O:26])[CH2:14]1)=[O:12])[CH2:2][CH2:3][CH3:4]. Reported procedure: The product from Example 104B and ethylchloroformate (Aldrich) were processed using the method described in Example 102 to afford the title compound. 1H NMR (DMSO-d6) δ 0.91 (t, J=7.3 Hz, 3H), 1.18 (t, J=6.9 Hz, 3H), 1.24-1.37 (m, 3H), 1.51-1.64 (m, 3H), 1.58 (s, 9H), 2.05-2.14 (m, 2H), 2.61-2.66 (m, 2H), 3.21-3.28 (m, 1H), 3.49-3.64 (m, 2H), 4.02 (q, J=7.1 Hz, 2H), 8.57 (s, 1H). (ESI+) m/z 410 (M+H)+. The reactants are ClC1=C(C(=C(C=C1OC)OC)Cl)C1=C2C=CC=NC2=C(C=C1)C(=O)O (5-(2,6-dichloro-3,5-dimethoxy-phenyl)-quinoline-8-carboxylic acid), CN1CCN(CC1)CC=1C=CC(=NC1)NC(=O)C=1C=2N=CC=NC2C(=CC1)C1=C(C(=CC(=C1Cl)OC)OC)Cl (8-(2,6-Dichloro-3,5-dimethoxy-phenyl)-quinoxaline-5-carboxylic acid [5-(4-methyl-piperazin-1-ylmethyl)-pyridin-2-yl]amide). Run in C(Cl)Cl.CO (DCM MeOH). Conditions: time 20 hour. The product is CN1CCN(CC1)CC=1C=CC(=NC1)NC(=O)C=1C=CC(=C2C=CC=NC12)C1=C(C(=CC(=C1Cl)OC)OC)Cl (5-(2,6-Dichloro-3,5-dimethoxy-phenyl)-quinoline-8-carboxylic acid [5-(4-methyl-piperazin-1-ylmethyl)-pyridin-2-yl]amide). Reaction SMILES: [Cl:1][C:2]1[C:7]([O:8][CH3:9])=[CH:6][C:5]([O:10][CH3:11])=[C:4]([Cl:12])[C:3]=1[C:13]1[CH:22]=[CH:21][C:20]([C:23](O)=[O:24])=[C:19]2[C:14]=1[CH:15]=[CH:16][CH:17]=[N:18]2.[CH3:26][N:27]1[CH2:32][CH2:31][N:30]([CH2:33][C:34]2[CH:35]=[CH:36][C:37]([NH:40]C(C3C4N=CC=NC=4C(C4C(Cl)=C(OC)C=C(OC)C=4Cl)=CC=3)=O)=[N:38][CH:39]=2)[CH2:29][CH2:28]1>C(Cl)Cl.CO>[CH3:26][N:27]1[CH2:32][CH2:31][N:30]([CH2:33][C:34]2[CH:35]=[CH:36][C:37]([NH:40][C:23]([C:20]3[CH:21]=[CH:22][C:13]([C:3]4[C:4]([Cl:12])=[C:5]([O:10][CH3:11])[CH:6]=[C:7]([O:8][CH3:9])[C:2]=4[Cl:1])=[C:14]4[C:19]=3[N:18]=[CH:17][CH:16]=[CH:15]4)=[O:24])=[N:38][CH:39]=2)[CH2:29][CH2:28]1 |f:2.3|. Procedure: The title compound was prepared in analogy to the procedure described in Step 14.1 but using 5-(2,6-dichloro-3,5-dimethoxy-phenyl)-quinoline-8-carboxylic acid (Step 159.1), 5-(4-methyl-piperazin-1-ylmethyl)-pyridin-2-ylamine (Example 31; purified by silica gel column chromatography), and stirring the reaction mixture for 20 h at rt. Title compound: ESI-MS: 566.1 [M+H]+; TLC: Rf=0.22 (DCM/MeOH, 9:1).